The task is: describe an organic reaction: reactants, conditions, products, and yield. This data is from the Open Reaction Database (ORD), a public repository of structured organic reaction records. The reactants are C(C)(=O)OCC(CCN1C2=NC(=NC(=C2N=C1)Cl)N)COC(C)=O (9-(4-acetoxy-3-acetoxymethylbut-1-yl)-2-amino-6-chloropurine), C(=O)[O-].[NH4+] (ammonium formate). Reagents/catalysts: [Pd] (palladium-on-charcoal). Run in CO (methanol). Yields the product C(C)(=O)OCC(CCN1C2=NC(=NC=C2N=C1)N)COC(C)=O (9-(4-acetoxy-3-acetoxymethylbut-1-yl)-2-aminopurine). The yield is 90.2%. RXN SMILES: [C:1]([O:4][CH2:5][CH:6]([CH2:20][O:21][C:22](=[O:24])[CH3:23])[CH2:7][CH2:8][N:9]1[CH:17]=[N:16][C:15]2[C:10]1=[N:11][C:12]([NH2:19])=[N:13][C:14]=2Cl)(=[O:3])[CH3:2].C([O-])=O.[NH4+]>CO.[Pd]>[C:1]([O:4][CH2:5][CH:6]([CH2:20][O:21][C:22](=[O:24])[CH3:23])[CH2:7][CH2:8][N:9]1[CH:17]=[N:16][C:15]2[C:10]1=[N:11][C:12]([NH2:19])=[N:13][CH:14]=2)(=[O:3])[CH3:2] |f:1.2|. Reported procedure: A suspension of 9-(4-acetoxy-3-acetoxymethylbut-1-yl)-2-amino-6-chloropurine (0.36 g, 1.0 mmol) and 10% palladium-on-charcoal (30 mg) in methanol containing ammonium formate (400 mM, 10 ml) was heated under reflux for 30 minutes. The mixture was allowed to cool, filtered and the solvent removed. The residue was taken up in water and the solution extracted twice with chloroform. The organic layers were combined, dried (magnesium sulphate) and the solvent removed to afford 9-(4-acetoxy-3-acetoxyme... The reactants are C1(=CC=CC=C1)S(=O)(=O)N1C=CC=2C1=NC=C(C2)CO ((1-benzenesulfonyl-1H-pyrrolo[2,3-b]pyridin-5-yl)-methanol), S(=O)(Cl)Cl (thionyl chloride). Solvent: ClCCl (dichloromethane), ClCCl (dichloromethane). Run at time 2 hour. Product: C1(=CC=CC=C1)S(=O)(=O)N1C=CC=2C1=NC=C(C2)CCl (1-benzenesulfonyl-5-chloromethyl-1H-pyrrolo[2,3-b]pyridine). Yield: 73.7%. Reaction SMILES: [C:1]1([S:7]([N:10]2[C:14]3=[N:15][CH:16]=[C:17]([CH2:19]O)[CH:18]=[C:13]3[CH:12]=[CH:11]2)(=[O:9])=[O:8])[CH:6]=[CH:5][CH:4]=[CH:3][CH:2]=1.S(Cl)([Cl:23])=O>ClCCl>[C:1]1([S:7]([N:10]2[C:14]3=[N:15][CH:16]=[C:17]([CH2:19][Cl:23])[CH:18]=[C:13]3[CH:12]=[CH:11]2)(=[O:9])=[O:8])[CH:6]=[CH:5][CH:4]=[CH:3][CH:2]=1. Procedure: To a stirred solution of (1-benzenesulfonyl-1H-pyrrolo[2,3-b]pyridin-5-yl)-methanol (4.2 g, 14.6 mmol) in dichloromethane (20 mL) at 0° C. was added a solution of thionyl chloride (1.6 mL, 21.9 mmol) in dichloromethane (5 mL) and then stirred for 2 h. The reaction mixture was concentrated in vacuo and the residue was extracted with ethyl acetate, washed with a saturated aqueous sodium bicarbonate solution (2×100 mL), brine, dried over anhydrous sodium sulfate and then concentrated in vacuo to af...